Task: describe an organic reaction: reactants, conditions, products, and yield. Dataset: the Open Reaction Database (ORD), a public repository of structured organic reaction records Starting materials: Fc1cc(F)c(Br)cc1Br, [Li]CCCC, CCOCC, CCCCCC, [Cl-], O=Cc1cccc(F)c1, [NH4+]. Yields the product OC(c1cccc(F)c1)c1cc(Br)c(F)cc1F. Reaction SMILES: [Br:1][c:2]1[c:3]([F:10])[cH:4][c:5]([F:9])[c:6]([Br:8])[cH:7]1.[CH2:11]([Li:12])[CH2:13][CH2:14][CH3:15].[CH3:27][CH2:28][O:29][CH2:30][CH3:31].[CH3:32][CH2:33][CH2:34][CH2:35][CH2:36][CH3:37].[Cl-:25].[F:16][c:17]1[cH:18][c:19]([CH:20]=[O:21])[cH:22][cH:23][cH:24]1.[NH4+:26]>>[c:2]1([CH:20]([c:19]2[cH:18][c:17]([F:16])[cH:24][cH:23][cH:22]2)[OH:21])[c:3]([F:10])[cH:4][c:5]([F:9])[c:6]([Br:8])[cH:7]1. The reactants are CC(=O)Cl, Nc1sccc1C(=O)c1ccccc1F, O, c1ccncc1. Reaction SMILES: [CH3:22][C:23]([Cl:24])=[O:25].[NH2:1][c:2]1[s:3][cH:4][cH:5][c:6]1[C:7]([c:8]1[c:9]([F:14])[cH:10][cH:11][cH:12][cH:13]1)=[O:15].[OH2:26].[cH:16]1[cH:17][cH:18][n:19][cH:20][cH:21]1>>[NH:1]([c:2]1[s:3][cH:4][cH:5][c:6]1[C:7]([c:8]1[c:9]([F:14])[cH:10][cH:11][cH:12][cH:13]1)=[O:15])[C:23]([CH3:22])=[O:25]. Product: CC(=O)Nc1sccc1C(=O)c1ccccc1F. Starting materials: Cc1ccc([N+](=O)[O-])c(NC2CCN(C3CCC(OC(C)C)CC3)CC2)c1, CCO, NN, O. Product: Cc1ccc(N)c(NC2CCN(C3CCC(OC(C)C)CC3)CC2)c1. As a reaction SMILES: [CH3:1][CH:2]([CH3:3])[O:4][CH:5]1[CH2:6][CH2:7][CH:8]([N:11]2[CH2:12][CH2:13][CH:14]([NH:17][c:18]3[c:19]([N+:25]([O-:26])=[O:27])[cH:20][cH:21][c:22]([CH3:24])[cH:23]3)[CH2:15][CH2:16]2)[CH2:9][CH2:10]1.[CH3:31][CH2:32][OH:33].[NH2:29][NH2:30].[OH2:28]>>[CH3:1][CH:2]([CH3:3])[O:4][CH:5]1[CH2:6][CH2:7][CH:8]([N:11]2[CH2:12][CH2:13][CH:14]([NH:17][c:18]3[c:19]([NH2:25])[cH:20][cH:21][c:22]([CH3:24])[cH:23]3)[CH2:15][CH2:16]2)[CH2:9][CH2:10]1. Reactants: OCC=1C=CC(=NC1)C(=O)N1CCN(CC1)C(C)C ((5-Hydroxymethyl-pyridin-2-yl)-(4-isopropyl-piperazin-1-yl)-methanone), COC(C1=CN=C(C=C1)C(=O)N1CCN(CC1)C(C)C)=O (6-(4-isopropyl-piperazine-1-carbonyl)-nicotinic acid methyl ester), C(C)(C)(C)O[AlH-](OC(C)(C)C)OC(C)(C)C.[Li+] (lithium tri-tert-butoxyaluminohydride). As a reaction SMILES: O[CH2:2][C:3]1[CH:4]=[CH:5][C:6]([C:9]([N:11]2[CH2:16][CH2:15][N:14]([CH:17]([CH3:19])[CH3:18])[CH2:13][CH2:12]2)=[O:10])=[N:7][CH:8]=1.COC(=O)[C:23]1[CH:28]=[CH:27][C:26](C(N2CCN(C(C)C)CC2)=O)=[N:25][CH:24]=1.C(O[AlH-](OC(C)(C)C)OC(C)(C)C)(C)(C)C.[Li+]>C1COCC1>[CH:17]([N:14]1[CH2:15][CH2:16][N:11]([C:9]([C:6]2[CH:5]=[CH:4][C:3]([CH2:2][N:25]3[CH2:26][CH2:27][CH2:28][CH2:23][CH2:24]3)=[CH:8][N:7]=2)=[O:10])[CH2:12][CH2:13]1)([CH3:19])[CH3:18] |f:2.3|. The yield is 61.0%. Conditions: time 18 hour. The solvent is C1CCOC1 (THF). Procedure: (5-Hydroxymethyl-pyridin-2-yl)-(4-isopropyl-piperazin-1-yl)-methanone. A solution of 6-(4-isopropyl-piperazine-1-carbonyl)-nicotinic acid methyl ester (0.500 g, 1.72 mmol) in THF (15 mL) was cooled to −78° C. in a dry ice bath. A solution of lithium tri-tert-butoxyaluminohydride (1 M in THF, 3.44 mL) was then added drop-wise to the reaction mixture. The resulting solution was allowed to come to rt and was stirred for 18 h. The reaction was quenched with satd. aq. potassium sodium tartrate (Roche... Product: C(C)(C)N1CCN(CC1)C(=O)C1=NC=C(C=C1)CN1CCCCC1 ((4-Isopropyl-piperazin-1-yl)-(5-piperidin-1-ylmethyl-pyridin-2-yl)-methanone). Starting materials: O=C(O)c1ccc2oc3cc(S(=O)(=O)Cl)ccc3c(=O)c2c1, N, C1COCCO1, O. The product is NS(=O)(=O)c1ccc2c(=O)c3cc(C(=O)O)ccc3oc2c1. As a reaction SMILES: [Cl:1][S:2](=[O:3])(=[O:4])[c:5]1[cH:6][c:7]2[o:8][c:9]3[cH:10][cH:11][c:12]([C:20](=[O:21])[OH:22])[cH:13][c:14]3[c:15](=[O:19])[c:16]2[cH:17][cH:18]1.[NH3:23].[O:24]1[CH2:25][CH2:26][O:27][CH2:28][CH2:29]1.[OH2:30]>>[S:2](=[O:3])(=[O:4])([c:5]1[cH:6][c:7]2[o:8][c:9]3[cH:10][cH:11][c:12]([C:20](=[O:21])[OH:22])[cH:13][c:14]3[c:15](=[O:19])[c:16]2[cH:17][cH:18]1)[NH2:23]. Reactants: CO (MeOH), FC1=CC=C(C=C1)C(=CC1=CC=C(C(=O)OC)C=C1)C=O (methyl 4-(2-(4-fluorophenyl)-3-oxoprop-1-en-1-yl)benzoate), C1(CC1)N (cyclopropylamine), [BH4-].[Na+] (NaBH4). The solvent is C(C)(=O)OCC (ethyl acetate). Run at time 30 minute. Product: C1(CC1)NCC(=CC1=CC=C(C(=O)OC)C=C1)C1=CC=C(C=C1)F (methyl 4-(3-(cyclopropylamino)-2-(4-fluorophenyl)prop-1-en-1-yl)benzoate), compound. Isolated yield 76.0%. As a reaction SMILES: [F:1][C:2]1[CH:7]=[CH:6][C:5]([C:8]([CH:20]=O)=[CH:9][C:10]2[CH:19]=[CH:18][C:13]([C:14]([O:16][CH3:17])=[O:15])=[CH:12][CH:11]=2)=[CH:4][CH:3]=1.[CH:22]1([NH2:25])[CH2:24][CH2:23]1.CO.[BH4-].[Na+]>C(OCC)(=O)C>[CH:22]1([NH:25][CH2:20][C:8]([C:5]2[CH:6]=[CH:7][C:2]([F:1])=[CH:3][CH:4]=2)=[CH:9][C:10]2[CH:19]=[CH:18][C:13]([C:14]([O:16][CH3:17])=[O:15])=[CH:12][CH:11]=2)[CH2:24][CH2:23]1 |f:3.4|. Procedure details: A mixture of methyl 4-(2-(4-fluorophenyl)-3-oxoprop-1-en-1-yl)benzoate (0.568 g. 2 mmol) and cyclopropylamine (0.17 g, 3 mmol) were stirred with MeOH (50 mL) for 3 hours. NaBH4 (0.114 g, 3 mmol) was added to the reaction mixture and it was stirred for 30 minutes. Subsequently the reaction mixture was diluted with ethyl acetate (300 mL) and washed with water (3×50 mL) and brine (100 mL). The organic layer was dried over anhydrous Na2SO4 and concentrated to afford the pure title compound as a pale...